Dataset: the Open Reaction Database (ORD), a public repository of structured organic reaction records. Task: describe an organic reaction: reactants, conditions, products, and yield Reactants: O=C(Cl)c1ccccc1, CN(C)c1ccccn1, ClCCl, Cl, CC1=CCCC(C)(C)C1C(=O)CC(C)O. Yields the product CC1=CCCC(C)(C)C1C(=O)CC(C)OC(=O)c1ccccc1. RXN SMILES: [C:25]([c:26]1[cH:27][cH:28][cH:29][cH:30][cH:31]1)(=[O:32])[Cl:33].[CH3:16][N:17]([c:18]1[cH:19][cH:20][cH:21][cH:22][n:23]1)[CH3:24].[Cl:35][CH2:36][Cl:37].[ClH:34].[OH:1][CH:2]([CH2:3][C:4](=[O:5])[CH:6]1[C:7]([CH3:14])=[CH:8][CH2:9][CH2:10][C:11]1([CH3:12])[CH3:13])[CH3:15]>>[O:1]([CH:2]([CH2:3][C:4](=[O:5])[CH:6]1[C:7]([CH3:14])=[CH:8][CH2:9][CH2:10][C:11]1([CH3:12])[CH3:13])[CH3:15])[C:25]([c:26]1[cH:27][cH:28][cH:29][cH:30][cH:31]1)=[O:32]. Reactants: Cc1ccccc1, N#CCS(=O)(=O)CCC(F)(F)C(F)(F)F, O=C1CCSCC1, O=C(O)C1CCCN1. Yields the product N#CC(C1CCSCC1)S(=O)(=O)CCC(F)(F)C(F)(F)F. As a reaction SMILES: [CH3:31][c:32]1[cH:33][cH:34][cH:35][cH:36][cH:37]1.[F:1][C:2]([CH2:3][CH2:4][S:5](=[O:6])(=[O:7])[CH2:8][C:9]#[N:10])([C:11]([F:12])([F:13])[F:14])[F:15].[O:24]=[C:25]1[CH2:26][CH2:27][S:28][CH2:29][CH2:30]1.[OH:16][C:17]([CH:18]1[NH:19][CH2:20][CH2:21][CH2:22]1)=[O:23]>>[F:1][C:2]([CH2:3][CH2:4][S:5](=[O:6])(=[O:7])[CH:8]([C:9]#[N:10])[CH:25]1[CH2:26][CH2:27][S:28][CH2:29][CH2:30]1)([C:11]([F:12])([F:13])[F:14])[F:15]. Starting materials: ClCCl, Cc1cc(O)cc(=O)n1Cc1cccc(F)c1, O=C1CCC(=O)N1Br. Product: Cc1cc(O)c(Br)c(=O)n1Cc1cccc(F)c1. Reaction SMILES: [Cl:26][CH2:27][Cl:28].[F:1][c:2]1[cH:3][c:4]([CH2:5][n:6]2[c:7](=[O:14])[cH:8][c:9]([OH:13])[cH:10][c:11]2[CH3:12])[cH:15][cH:16][cH:17]1.[O:18]=[C:19]1[N:20]([Br:25])[C:21](=[O:22])[CH2:23][CH2:24]1>>[F:1][c:2]1[cH:3][c:4]([CH2:5][n:6]2[c:7](=[O:14])[c:8]([Br:25])[c:9]([OH:13])[cH:10][c:11]2[CH3:12])[cH:15][cH:16][cH:17]1.